Dataset: the Open Reaction Database (ORD), a public repository of structured organic reaction records. Task: describe an organic reaction: reactants, conditions, products, and yield Starting materials: ClC=1N=C(C2=C(N1)C=C(S2)\C=C\COC)N2CCOCC2 (2-Chloro-6-((E)-3-methoxyprop-1-enyl)-4-morpholinothieno[3,2-d]pyrimidine), CC1(OB(OC1(C)C)C1=C2C=NNC2=CC=C1)C (4-(4,4,5,5-tetramethyl-[1,3,2]dioxaborolan-2-yl)-1H-indazole). Product: N1N=CC2=C(C=CC=C12)C=1N=C(C2=C(N1)C=C(S2)\C=C\COC)N2CCOCC2 (2-(1H-indazol-4-yl)-6-((E)-3-methoxyprop-1-enyl)-4-morpholinothieno[3,2-d]pyrimidine). RXN SMILES: Cl[C:2]1[N:3]=[C:4]([N:16]2[CH2:21][CH2:20][O:19][CH2:18][CH2:17]2)[C:5]2[S:10][C:9](/[CH:11]=[CH:12]/[CH2:13][O:14][CH3:15])=[CH:8][C:6]=2[N:7]=1.CC1(C)C(C)(C)OB([C:30]2[CH:38]=[CH:37][CH:36]=[C:35]3[C:31]=2[CH:32]=[N:33][NH:34]3)O1>>[NH:34]1[C:35]2[C:31](=[C:30]([C:2]3[N:3]=[C:4]([N:16]4[CH2:21][CH2:20][O:19][CH2:18][CH2:17]4)[C:5]4[S:10][C:9](/[CH:11]=[CH:12]/[CH2:13][O:14][CH3:15])=[CH:8][C:6]=4[N:7]=3)[CH:38]=[CH:37][CH:36]=2)[CH:32]=[N:33]1. Procedure details: 2-Chloro-6-iodo-4-morpholinothieno[3,2-d]pyrimidine 19 (150 mg), 85 mg of (E)-2-(3-methoxy-1-propen-1-yl)-4,4,5,5-tetramethyl-1,3,2-dioxaborolane and 14 mg of bis(triphenylphosphine)palladium(II) dichloride in 1 mL of 1M Na2CO3 aqueous solution and 1 mL of acetonitrile was heated to 100° C. in a sealed microwave reactor for 10 min. The reaction mixture was evaporated. The crude product was purified by flash chromatography eluting with 5-50% EtOAc/hexane to yield 2-chloro-6-((E)-3-methoxyprop-1-e... Starting materials: BrC(Br)(Br)Br, ClCCl, CCCCC(CO)Cc1ccc(OC)c(OC)c1, c1ccc(P(c2ccccc2)c2ccccc2)cc1. The product is CCCCC(CBr)Cc1ccc(OC)c(OC)c1. Reaction SMILES: [C:19]([Br:20])([Br:21])([Br:22])[Br:23].[CH2:43]([Cl:44])[Cl:45].[CH3:1][O:2][c:3]1[cH:4][c:5]([CH2:6][CH:7]([CH2:8][OH:9])[CH2:10][CH2:11][CH2:12][CH3:13])[cH:14][cH:15][c:16]1[O:17][CH3:18].[c:24]1([P:25]([c:26]2[cH:27][cH:28][cH:29][cH:30][cH:31]2)[c:32]2[cH:33][cH:34][cH:35][cH:36][cH:37]2)[cH:38][cH:39][cH:40][cH:41][cH:42]1>>[CH3:1][O:2][c:3]1[cH:4][c:5]([CH2:6][CH:7]([CH2:8][Br:20])[CH2:10][CH2:11][CH2:12][CH3:13])[cH:14][cH:15][c:16]1[O:17][CH3:18]. Starting materials: C(C1=CC=CC=C1)(=O)NNC(=O)NC(C(=O)OCC)C(C)C (ethyl 2-(2-benzoylhydrazinecarboxamido)-3-methylbutanoate), O=P(Cl)(Cl)Cl (POCl3). Run in ClCCCl (DCE). Conditions: temperature 77.5 celsius. The product is CC(C(C(=O)OCC)NC=1OC(=NN1)C1=CC=CC=C1)C (ethyl 3-methyl-2-(5-phenyl-1,3,4-oxadiazol-2-ylamino)butanoate). RXN SMILES: [C:1]([NH:9][NH:10][C:11]([NH:13][CH:14]([CH:20]([CH3:22])[CH3:21])[C:15]([O:17][CH2:18][CH3:19])=[O:16])=[O:12])(=O)[C:2]1[CH:7]=[CH:6][CH:5]=[CH:4][CH:3]=1.O=P(Cl)(Cl)Cl>ClCCCl>[CH3:21][CH:20]([CH3:22])[CH:14]([NH:13][C:11]1[O:12][C:1]([C:2]2[CH:7]=[CH:6][CH:5]=[CH:4][CH:3]=2)=[N:9][N:10]=1)[C:15]([O:17][CH2:18][CH3:19])=[O:16]. Procedure details: To a solution of crude ethyl 2-(2-benzoylhydrazinecarboxamido)-3-methylbutanoate (assumed 5 mmol) in DCE (10 ml) was added POCl3 (1.5 g, 10 mmol). Upon completion of addition, the reaction was heated at 75-80° C. overnight. After this time, the excess solvent and POCl3 were removed in vacuo. The resulting remains were dissolved in EtOAc (75 ml) and washed sequentially with sat. aqueous NaHCO3 (2×25 mL) solution and sat. aqueous NaCl (25 mL) solution and dried over MgSO4. The solvent was removed ... Starting materials: S(=O)(Cl)Cl (Thionyl chloride), CN(C=1C=C(C(=O)O)C=C(C1)S(F)(F)(F)(F)F)C (3-Dimethylamino-5-pentafluorosulfanylbenzoic acid), Cl.CNOC (N,O-dimethylhydroxylamine hydrochloride), CCN(C(C)C)C(C)C (Hünig's base). Run in C(C)(=O)OCC (ethyl acetate), C(Cl)Cl (methylene chloride), C(Cl)Cl (methylene chloride). The product is CN(C=1C=C(C(=O)N(C)OC)C=C(C1)S(F)(F)(F)(F)F)C (3-Dimethylamino-N-methoxy-N-methyl-5-pentafluorosulfanylbenzamide). As a reaction SMILES: [CH3:1][N:2]([CH3:18])[C:3]1[CH:4]=[C:5]([CH:9]=[C:10]([S:12]([F:17])([F:16])([F:15])([F:14])[F:13])[CH:11]=1)[C:6](O)=[O:7].S(Cl)(Cl)=O.Cl.[CH3:24][NH:25][O:26][CH3:27].CCN(C(C)C)C(C)C>C(Cl)Cl.C(OCC)(=O)C>[CH3:1][N:2]([CH3:18])[C:3]1[CH:4]=[C:5]([CH:9]=[C:10]([S:12]([F:14])([F:17])([F:16])([F:13])[F:15])[CH:11]=1)[C:6]([N:25]([O:26][CH3:27])[CH3:24])=[O:7] |f:2.3|. Procedure: 3-Dimethylamino-5-pentafluorosulfanylbenzoic acid (1.0 g) was dissolved in methylene chloride (60 ml). Thionyl chloride (5 ml) was added with stirring and the mixture was stirred at RT for 2 h. To complete the reaction, it was subsequently heated at reflux for 3 h. After cooling, the solvent was stripped off, and the residue was dissolved in methylene chloride (50 ml), treated with N,O-dimethylhydroxylamine hydrochloride and Hünig's base (1 ml) was added. After stirring for one hour, the solvent... The reactants are C12(CC3CC(CC(C1)C3)C2)P(CCCC)C23CC1CC(CC(C2)C1)C3 (di-1-Adamantyl-n-butylphosphine), C12(CC3CC(CC(C1)C3)C2)[Mg]Br (adamantylmagnesium bromide), ClP(CCCC)CCCC (chlorodi-n-butylphosphine). Yields the product C12(CC3CC(CC(C1)C3)C2)P(CCCC)CCCC (1-adamantyldi-n-butylphosphine). Reaction SMILES: [C:1]12([P:11]([C:16]34CC5CC(C[CH:18]([CH2:19]5)[CH2:17]3)C4)[CH2:12][CH2:13][CH2:14][CH3:15])[CH2:10][CH:5]3[CH2:6][CH:7]([CH2:9][CH:3]([CH2:4]3)[CH2:2]1)[CH2:8]2.C12([Mg]Br)CC3CC(CC(C3)C1)C2.ClP(CCCC)CCCC>>[C:1]12([P:11]([CH2:16][CH2:17][CH2:18][CH3:19])[CH2:12][CH2:13][CH2:14][CH3:15])[CH2:8][CH:7]3[CH2:6][CH:5]([CH2:4][CH:3]([CH2:9]3)[CH2:2]1)[CH2:10]2. Procedure details: di-1-Adamantyl-n-butylphosphine was procured from Strem, 77672 Kehl, Germany; 1-adamantyldi-n-butylphosphine was prepared from adamantylmagnesium bromide (J. Org. Chem. 47 1982 4120-4128) and chlorodi-n-butylphosphine (from Aldrich, 82018 Taufkirchen, Germany). Reactants: CCCCCCc1cccc(-c2nc(C#CCOC)c(C(=O)N3CCC(N4CCCC4)CC3)n2C)c1, O=[Pt]. The product is CCCCCCc1cccc(-c2nc(CCCOC)c(C(=O)N3CCC(N4CCCC4)CC3)n2C)c1. Reaction SMILES: [CH2:1]([CH2:2][CH2:3][CH2:4][CH2:5][CH3:6])[c:7]1[cH:8][c:9](-[c:13]2[n:14][c:15]([C:32]#[C:33][CH2:34][O:35][CH3:36])[c:16]([C:19](=[O:20])[N:21]3[CH2:22][CH2:23][CH:24]([N:27]4[CH2:28][CH2:29][CH2:30][CH2:31]4)[CH2:25][CH2:26]3)[n:17]2[CH3:18])[cH:10][cH:11][cH:12]1.[Pt:37]=[O:38]>>[CH2:1]([CH2:2][CH2:3][CH2:4][CH2:5][CH3:6])[c:7]1[cH:8][c:9](-[c:13]2[n:14][c:15]([CH2:32][CH2:33][CH2:34][O:35][CH3:36])[c:16]([C:19](=[O:20])[N:21]3[CH2:22][CH2:23][CH:24]([N:27]4[CH2:28][CH2:29][CH2:30][CH2:31]4)[CH2:25][CH2:26]3)[n:17]2[CH3:18])[cH:10][cH:11][cH:12]1.